From a dataset of the Open Reaction Database (ORD), a public repository of structured organic reaction records. describe an organic reaction: reactants, conditions, products, and yield The reactants are Cn1cc(Br)c(-c2ccncc2)n1, OB(O)c1ccc2c(c1)CCC2=NOCc1ccccc1, CC#N, O. Product: Cn1cc(-c2ccc3c(c2)CCC3=NOCc2ccccc2)c(-c2ccncc2)n1. Reaction SMILES: [Br:22][c:23]1[c:24](-[c:29]2[cH:30][cH:31][n:32][cH:33][cH:34]2)[n:25][n:26]([CH3:28])[cH:27]1.[CH2:1]([c:2]1[cH:3][cH:4][cH:5][cH:6][cH:7]1)[O:8][N:9]=[C:10]1[CH2:11][CH2:12][c:13]2[cH:14][c:15]([B:19]([OH:20])[OH:21])[cH:16][cH:17][c:18]21.[CH3:35][C:36]#[N:37].[OH2:38]>>[CH2:1]([c:2]1[cH:3][cH:4][cH:5][cH:6][cH:7]1)[O:8][N:9]=[C:10]1[CH2:11][CH2:12][c:13]2[cH:14][c:15](-[c:23]3[c:24](-[c:29]4[cH:30][cH:31][n:32][cH:33][cH:34]4)[n:25][n:26]([CH3:28])[cH:27]3)[cH:16][cH:17][c:18]21. Reactants: C(C)(C)(C)P(C1=C(C(=C(C(=C1C)C)C)C)C1=C(C=C(C=C1C(C)C)C(C)C)C(C)C)C(C)(C)C (di-tert-butyl(2′,4′,6′-triisopropyl-3,4,5,6-tetramethyl-[1,1′-biphenyl]-2-yl)phosphine), FC=1C=C(C=CC1)O (3-fluorophenol), ClC1=CC(=C(C=C1)C1=NC=CC2=CC(=CC=C12)S(=O)(=O)NC1=NC=NC=C1)OC (1-(4-chloro-2-methoxyphenyl)-N-(pyrimidin-4-yl)isoquinoline-6-sulfonamide), P(=O)([O-])([O-])[O-].[K+].[K+].[K+] (potassium phosphate), Cl (HCl). Solvent: O1CCOCC1 (dioxane). Conditions: temperature 165 celsius, time 10 minute. Yields the product FC=1C=C(OC2=CC(=C(C=C2)C2=NC=CC3=CC(=CC=C23)S(=O)(=O)NC2=NC=NC=C2)OC)C=CC1 (1-(4-(3-fluorophenoxy)-2-methoxyphenyl)-N-(pyrimidin-4-yl)isoquinoline-6-sulfonamide). The yield is 8.5%. As a reaction SMILES: C(P(C(C)(C)C)C1C(C)=C(C)C(C)=C(C)C=1C1C(C(C)C)=CC(C(C)C)=CC=1C(C)C)(C)(C)C.[F:35][C:36]1[CH:37]=[C:38]([OH:42])[CH:39]=[CH:40][CH:41]=1.Cl[C:44]1[CH:49]=[CH:48][C:47]([C:50]2[C:59]3[C:54](=[CH:55][C:56]([S:60]([NH:63][C:64]4[CH:69]=[CH:68][N:67]=[CH:66][N:65]=4)(=[O:62])=[O:61])=[CH:57][CH:58]=3)[CH:53]=[CH:52][N:51]=2)=[C:46]([O:70][CH3:71])[CH:45]=1.P([O-])([O-])([O-])=O.[K+].[K+].[K+].Cl>O1CCOCC1>[F:35][C:36]1[CH:37]=[C:38]([CH:39]=[CH:40][CH:41]=1)[O:42][C:44]1[CH:49]=[CH:48][C:47]([C:50]2[C:59]3[C:54](=[CH:55][C:56]([S:60]([NH:63][C:64]4[CH:69]=[CH:68][N:67]=[CH:66][N:65]=4)(=[O:61])=[O:62])=[CH:57][CH:58]=3)[CH:53]=[CH:52][N:51]=2)=[C:46]([O:70][CH3:71])[CH:45]=1 |f:3.4.5.6|. Procedure: A microwave vial charged with di-tert-butyl(2′,4′,6′-triisopropyl-3,4,5,6-tetramethyl-[1,1′-biphenyl]-2-yl)phosphine (0.034 g, 0.070 mmol), 3-fluorophenol (0.079 g, 0.703 mmol), 1-(4-chloro-2-methoxyphenyl)-N-(pyrimidin-4-yl)isoquinoline-6-sulfonamide (0.150 g, 0.351 mmol), potassium phosphate (0.298 g, 1.406 mmol), and 1.5 mL dioxane was heated to 165° C. in the microwave for 30 minutes. LC/MS showed product, so the reaction mixture was filtered through a 0.45 μm syringe filter and was treated ...